From a dataset of the Open Reaction Database (ORD), a public repository of structured organic reaction records. describe an organic reaction: reactants, conditions, products, and yield Reactants: BrC=1C=NN(C1Cl)C (4-bromo-5-chloro-1-methyl-1H-pyrazole), ClC1=C(C(=CC=C1F)OC)[C@@H](C)C1=CNC2=NC=C(C=C21)B2OC(C(O2)(C)C)(C)C (3-[(S)-1-(2-chloro-3-fluoro-6-methoxy-phenyl)-ethyl]-5-(4,4,5,5-tetramethyl-[1,3,2]dioxaborolan-2-yl)-1H-pyrrolo[2,3-b]pyridine), C([O-])([O-])=O.[K+].[K+] (potassium carbonate), ClCCl (dichloromethane), BrC=1C=NN(C1Cl)C (4-bromo-5-chloro-1-methyl-1H-pyrazole). The reagents and catalysts are C1=CC=C(C=C1)P([C-]2C=CC=C2)C3=CC=CC=C3.C1=CC=C(C=C1)P([C-]2C=CC=C2)C3=CC=CC=C3.Cl[Pd]Cl.[Fe+2] (1,1′-bis(diphenylphosphino)ferrocenepalladium(II) dichloride), C=1C=CC(=CC1)[P](C=2C=CC=CC2)(C=3C=CC=CC3)[Pd]([P](C=4C=CC=CC4)(C=5C=CC=CC5)C=6C=CC=CC6)([P](C=7C=CC=CC7)(C=8C=CC=CC8)C=9C=CC=CC9)[P](C=1C=CC=CC1)(C=1C=CC=CC1)C=1C=CC=CC1 (Pd(PPh3)4). The solvent is O1CCOCC1 (dioxane). Reaction conditions: temperature 100 celsius. The product is ClC1=C(C(=CC=C1F)OC)[C@@H](C)C1=CNC2=NC=C(C=C21)C=2C=NN(C2Cl)C (3-[(1S)-1-(2-Chloro-3-fluoro-6-methoxyphenyl)ethyl]-5-(5-chloro-1-methyl-1H-pyrazol-4-yl)-1H-pyrrolo[2,3-b]pyridine). Reaction SMILES: Br[C:2]1[CH:3]=[N:4][N:5]([CH3:8])[C:6]=1[Cl:7].[Cl:9][C:10]1[C:15]([F:16])=[CH:14][CH:13]=[C:12]([O:17][CH3:18])[C:11]=1[C@H:19]([C:21]1[C:29]2[C:24](=[N:25][CH:26]=[C:27](B3OC(C)(C)C(C)(C)O3)[CH:28]=2)[NH:23][CH:22]=1)[CH3:20].C(=O)([O-])[O-].[K+].[K+].ClCCl>C1C=CC(P(C2C=CC=CC=2)[C-]2C=CC=C2)=CC=1.C1C=CC(P(C2C=CC=CC=2)[C-]2C=CC=C2)=CC=1.Cl[Pd]Cl.[Fe+2].C1C=CC([P]([Pd]([P](C2C=CC=CC=2)(C2C=CC=CC=2)C2C=CC=CC=2)([P](C2C=CC=CC=2)(C2C=CC=CC=2)C2C=CC=CC=2)[P](C2C=CC=CC=2)(C2C=CC=CC=2)C2C=CC=CC=2)(C2C=CC=CC=2)C2C=CC=CC=2)=CC=1.O1CCOCC1>[Cl:9][C:10]1[C:15]([F:16])=[CH:14][CH:13]=[C:12]([O:17][CH3:18])[C:11]=1[C@H:19]([C:21]1[C:29]2[C:24](=[N:25][CH:26]=[C:27]([C:2]3[CH:3]=[N:4][N:5]([CH3:8])[C:6]=3[Cl:7])[CH:28]=2)[NH:23][CH:22]=1)[CH3:20] |f:2.3.4,6.7.8.9,^1:91,93,112,131|. Procedure details: A solution of 4-bromo-5-chloro-1-methyl-1H-pyrazole (10.2 mg, 0.0522 mmol), 3-[(S)-1-(2-chloro-3-fluoro-6-methoxy-phenyl)-ethyl]-5-(4,4,5,5-tetramethyl-[1,3,2]dioxaborolan-2-yl)-1H-pyrrolo[2,3-b]pyridine (15 mg, 0.035 mmol), potassium carbonate (14.4 mg, 0.104 mmol), and 1,1′-bis(diphenylphosphino)ferrocenepalladium(II) dichloride, dichloromethane (1.42 mg, 0.00174 mmol) in previously degassed 4:1 dioxane:water (1.0 mL) was evacuated and charged with N2 (2×) and heated under microwave conditions... Product: CN1N=CC=C1C(=O)Cl (2-methyl-2H-pyrazole-3-carbonyl chloride). Isolated yield 97.5%. Run in C(Cl)Cl (DCM). Conditions: temperature 0 celsius, time 2 hour. RXN SMILES: [CH3:1][N:2]1[C:6]([C:7]([OH:9])=O)=[CH:5][CH:4]=[N:3]1.C(Cl)(=O)C([Cl:13])=O.CN(C=O)C>C(Cl)Cl>[CH3:1][N:2]1[C:6]([C:7]([Cl:13])=[O:9])=[CH:5][CH:4]=[N:3]1. Reported procedure: A suspension of 800 mg (6.03 mmol) of 2-methyl-2H-pyrazole-3-carboxylic acid in 30 mL of DCM is placed under argon and cooled to 0° C. When the temperature is reached, 1.32 mL (15.07 mmol) of oxalyl chloride and a catalytic amount of DMF are added. The reaction mixture is stirred at room temperature for 2 hours and then evaporated to dryness and the residue is taken up in DCM and evaporated again to give 850 mg of 2-methyl-2H-pyrazole-3-carbonyl chloride, the characteristics of which are as foll... The reactants are C(C(=O)Cl)(=O)Cl (oxalyl chloride), CN(C)C=O (DMF), CN1N=CC=C1C(=O)O (2-methyl-2H-pyrazole-3-carboxylic acid). Starting materials: C1(CCCCC1)N=C=NC1CCCCC1 (1,3-Dicyclohexylcarbodiimide), C(C)(C)(C)OC(=O)N1[C@@H](CC(=CC1)C)C(=O)O (N-t-Butoxycarbony-4-methyl-1,2,3,6-tetrahydropyridine-2 (S)-carboxylic acid), C(C)O (ethanol), C(C)(=O)O (acetic acid). The reagents and catalysts are CN(C1=CC=NC=C1)C (4-dimethylaminopyridine). Run in ClCCl (dichloromethane). Reaction conditions: time 18 hour. The product is C(C)OC(=O)[C@H]1N(CC=C(C1)C)C(=O)OC(C)(C)C (N-t-Butoxycarbonyl-4-methyl-1,2,3,6-tetrahydropyridine-2(S)-carboxylic acid ethyl ester). Reaction SMILES: [CH:1]1(N=C=NC2CCCCC2)CCCC[CH2:2]1.[C:16]([O:20][C:21]([N:23]1[CH2:28][CH:27]=[C:26]([CH3:29])[CH2:25][C@H:24]1[C:30]([OH:32])=[O:31])=[O:22])([CH3:19])([CH3:18])[CH3:17].C(O)C.C(O)(=O)C>CN(C)C1C=CN=CC=1.ClCCl>[CH2:1]([O:31][C:30]([C@@H:24]1[CH2:25][C:26]([CH3:29])=[CH:27][CH2:28][N:23]1[C:21]([O:20][C:16]([CH3:19])([CH3:17])[CH3:18])=[O:22])=[O:32])[CH3:2]. Procedure: 1,3-Dicyclohexylcarbodiimide (4.3 g, 20.8 mmol) was added to a stirred solution of the product from (f) above (3.35 g, 13.9 mmol), ethanol (4.1 ml, 69.4 mmol) and 4-dimethylaminopyridine (1.7 g, 13.9 mmol) in dichloromethane (40 ml). After 18 hours at room temperature, glacial acetic acid (0.4 ml) was added and the reaction mixture stirred for a further 0.5 hour before being filtered. The residue obtained by evaporation of the filtrate under reduced pressure was partitioned between ether and wat... Starting materials: C(C1=CC=CC=C1)OC=1C(C=C(OC1CO)CNS(=O)(=O)C1=CC=CC=C1)=O (N-(5-benzyloxy-6-hydroxymethyl-4-oxo-4H-pyran-2-ylmethyl)-benzene sulfonamide), C(C)(=O)OCC (ethyl acetate). Run at temperature 60 celsius. Yields the product C(C1=CC=CC=C1)OC=1C(C=C(OC1C=O)CNS(=O)(=O)C1=CC=CC=C1)=O (N-(5-benzyloxy-6-formyl-4-oxo-4H-pyran-2-ylmethyl)-benzene sulfonamide). Yield: 71.7%. As a reaction SMILES: [CH2:1]([O:8][C:9]1[C:10](=[O:28])[CH:11]=[C:12]([CH2:17][NH:18][S:19]([C:22]2[CH:27]=[CH:26][CH:25]=[CH:24][CH:23]=2)(=[O:21])=[O:20])[O:13][C:14]=1[CH2:15][OH:16])[C:2]1[CH:7]=[CH:6][CH:5]=[CH:4][CH:3]=1.C(OCC)(=O)C>>[CH2:1]([O:8][C:9]1[C:10](=[O:28])[CH:11]=[C:12]([CH2:17][NH:18][S:19]([C:22]2[CH:23]=[CH:24][CH:25]=[CH:26][CH:27]=2)(=[O:21])=[O:20])[O:13][C:14]=1[CH:15]=[O:16])[C:2]1[CH:3]=[CH:4][CH:5]=[CH:6][CH:7]=1. Procedure: To a stirred solution of N-(5-benzyloxy-6-hydroxymethyl-4-oxo-4H-pyran-2-ylmethyl)-benzene sulfonamide (10-01) (2.8 g, 6.98 mmol) in ethyl acetate (100 mL) IBX (2-iodoxy benzoic acid) (5.86 gm, 20.95 mmol) was added and the reaction mixture was heated up to 60° C. for 6 h. After completion of the reaction, the reaction mixture was filtered and concentrated to get the crude compound. It was then purified using normal column chromatography to get N-(5-benzyloxy-6-formyl-4-oxo-4H-pyran-2-ylmethyl)-... Starting materials: Cl.C(C)(C)(C)OC(=O)N[C@@H](COCC1=CC=CC=C1)C(=O)NCC(=O)N[C@@H](CCCNC(N)=N)C(=O)NC1=CC=C2C(=CC(OC2=C1)=O)C (7-(Nα -tert-butyloxycarbonyl-O-benzyl-L-serylglycyl-L-arginyl)amino-4-methylcoumarin hydrochloric acid salt), [H][H] (hydrogen). The reagents and catalysts are [C].[Pd] (palladium-carbon). The solvent is CO (methyl alcohol), C(C)(=O)O (acetic acid). Yields the product Cl.C(C)(C)(C)OC(=O)N[C@@H](CO)C(=O)NCC(=O)N[C@@H](CCCNC(N)=N)C(=O)NC1=CC=C2C(=CC(OC2=C1)=O)C (7-(Nα-tert-butyloxycarbonyl-L-serylglycyl-L-arginyl)amino-4-methylcoumarin hydrochloric acid salt). Isolated yield 66.9%. Reaction SMILES: [ClH:1].[C:2]([O:6][C:7]([NH:9][C@H:10]([C:20]([NH:22][CH2:23][C:24]([NH:26][C@H:27]([C:35]([NH:37][C:38]1[CH:47]=[C:46]2[C:41]([C:42]([CH3:49])=[CH:43][C:44](=[O:48])[O:45]2)=[CH:40][CH:39]=1)=[O:36])[CH2:28][CH2:29][CH2:30][NH:31][C:32](=[NH:34])[NH2:33])=[O:25])=[O:21])[CH2:11][O:12]CC1C=CC=CC=1)=[O:8])([CH3:5])([CH3:4])[CH3:3].[H][H]>CO.[C].[Pd].C(O)(=O)C>[ClH:1].[C:2]([O:6][C:7]([NH:9][C@H:10]([C:20]([NH:22][CH2:23][C:24]([NH:26][C@H:27]([C:35]([NH:37][C:38]1[CH:47]=[C:46]2[C:41]([C:42]([CH3:49])=[CH:43][C:44](=[O:48])[O:45]2)=[CH:40][CH:39]=1)=[O:36])[CH2:28][CH2:29][CH2:30][NH:31][C:32](=[NH:33])[NH2:34])=[O:25])=[O:21])[CH2:11][OH:12])=[O:8])([CH3:5])([CH3:3])[CH3:4] |f:0.1,4.5,7.8|. Reported procedure: 7-(Nα -tert-butyloxycarbonyl-O-benzyl-L-serylglycyl-L-arginyl)amino-4-methylcoumarin hydrochloric acid salt (120 mg, 0.28 mM) was dissolved in methyl alcohol (50 ml), and palladium-carbon catalyst (20 mg) was added. Through this mixture hydrogen gas was passed for 4 hours with stirring. The catalyst was removed by filtration and the filtrate was concentrted to yield a solid material. The residue was dissolved in acetic acid (10 ml) and lyophilized to give 7-(Nα-tert-butyloxycarbonyl-L-serylglycy... Yield: 84.6%. The reactants are FC(OC=1C=CC(=C2C=CC(OC12)(C)C)C1=C(C2=C(C=NN(C2=O)COCC[Si](C)(C)C)N1)C)F (2-(8-difluoromethoxy-2,2-dimethyl-2H-chromen-5-yl)-3-methyl-5-(2-trimethylsilylethoxymethyl)-1,5-dihydropyrrolo[2,3-d]-pyridazin-4-one), ClC1=C(N(C=2C=NNC(C21)=O)COCC[Si](C)(C)C)C2=CC(=C(C=C2)OC(F)F)OC2CC2 (3-chloro-2-(3-cyclopropoxy-4-difluoromethoxyphenyl)-1-(2-trimethylsilylethoxymethyl)-1,5-dihydropyrrolo[2,3-d]pyridazin-4-one). Procedure: Reaction was carried out in the same manner as in Example 6-(c) except for using 163 mg (0.323 mmol) of 2-(8-difluoromethoxy-2,2-dimethyl-2H-chromen-5-yl)-3-methyl-5-(2-trimethylsilylethoxymethyl)-1,5-dihydropyrrolo[2,3-d]-pyridazin-4-one obtained in Example 53-(b) in place of 3-chloro-2-(3-cyclopropoxy-4-difluoromethoxyphenyl)-1-(2-trimethylsilylethoxymethyl)-1,5-dihydropyrrolo[2,3-d]pyridazin-4-one. After completion of the reaction, the solid obtained from the reaction suspension by filtration... Yields the product Cl.FC(OC=1C=CC(=C2C=CC(OC12)(C)C)C1=C(C2=C(C=NNC2=O)N1)C)F (2-(8-Difluoromethoxy-2,2-dimethyl-2H-chromen-5-yl)-3-methyl-1,5-dihydropyrrolo[2,3-d]pyridazin-4-one HCl). RXN SMILES: [F:1][CH:2]([F:35])[O:3][C:4]1[CH:5]=[CH:6][C:7]([C:16]2[NH:33][C:19]3[CH:20]=[N:21][N:22](COCC[Si](C)(C)C)[C:23](=[O:24])[C:18]=3[C:17]=2[CH3:34])=[C:8]2[C:13]=1[O:12][C:11]([CH3:15])([CH3:14])[CH:10]=[CH:9]2.[Cl:36]C1C2C(=O)NN=CC=2N(COCC[Si](C)(C)C)C=1C1C=CC(OC(F)F)=C(OC2CC2)C=1>>[ClH:36].[F:35][CH:2]([F:1])[O:3][C:4]1[CH:5]=[CH:6][C:7]([C:16]2[NH:33][C:19]3[CH:20]=[N:21][NH:22][C:23](=[O:24])[C:18]=3[C:17]=2[CH3:34])=[C:8]2[C:13]=1[O:12][C:11]([CH3:15])([CH3:14])[CH:10]=[CH:9]2 |f:2.3|. Reaction conditions: temperature 40 celsius, time 5 minute. Reactants: C(C)(C)(C)OC(=O)N(CCN(C)CC1N(C2=C(C=3N(C1)C=1C=C(C=CC1C3C3CCCCC3)C(=O)O)C=CC=C2)C)C (6-{[{2-[(tert-butoxycarbonyl)(methyl)amino]ethyl}(methyl)amino]methyl}-13-cyclohexyl-5-methyl-6,7-dihydro-5H-indolo[1,2-d][1,4]benzodiazepine-10-carboxylic acid), COC(CN(S(=O)(=O)N)C)OC (N-(2,2-dimethoxyethyl)-N-methylsulfamide), C(CCl)Cl (EDC). Procedure details: 6-{[{2-[(tert-butoxycarbonyl)(methyl)amino]ethyl}(methyl)amino]methyl}-13-cyclohexyl-5-methyl-6,7-dihydro-5H-indolo[1,2-d][1,4]benzodiazepine-10-carboxylic acid, N-(2,2-dimethoxyethyl)-N-methylsulfamide (2 eq, Example 1, Step 1) and DMAP (5 eq) were dissolved in DCM (0.06M) and EDC (3 eq) was added. The mixture was warmed to 40° C. Within 5 min the clear yellow solution turned dark brown. The mixture was stirred overnight. After dilution with DCM the solution was extracted with 1N HCl, sat. aq. ... The product is C1(CCCCC1)C=1C=2C=CC(=CC2N2CC(N(C3=C(C21)C=CC=C3)C)CN(CCN(C(OC(C)(C)C)=O)C)C)C(=O)NS(=O)(=O)N(C)CC(OC)OC (tert-butyl {2-[({13-cyclohexyl-10-[({[(2,2-dimethoxyethyl)(methyl)amino]sulfonyl}-amino)carbonyl]-5-methyl-6,7-dihydro-5H-indolo[1,2-d][1,4]benzodiazepin-6-yl}methyl)(methyl)amino]ethyl}methylcarbamate). The reagents and catalysts are CN(C)C=1C=CN=CC1 (DMAP). Reaction SMILES: [C:1]([O:5][C:6]([N:8]([CH3:42])[CH2:9][CH2:10][N:11]([CH2:13][CH:14]1[CH2:20][N:19]2[C:21]3[CH:22]=[C:23]([C:34]([OH:36])=O)[CH:24]=[CH:25][C:26]=3[C:27]([CH:28]3[CH2:33][CH2:32][CH2:31][CH2:30][CH2:29]3)=[C:18]2[C:17]2[CH:37]=[CH:38][CH:39]=[CH:40][C:16]=2[N:15]1[CH3:41])[CH3:12])=[O:7])([CH3:4])([CH3:3])[CH3:2].[CH3:43][O:44][CH:45]([O:53][CH3:54])[CH2:46][N:47]([CH3:52])[S:48]([NH2:51])(=[O:50])=[O:49].C(Cl)CCl>CN(C1C=CN=CC=1)C.C(Cl)Cl>[CH:28]1([C:27]2[C:26]3[CH:25]=[CH:24][C:23]([C:34]([NH:51][S:48]([N:47]([CH2:46][CH:45]([O:44][CH3:43])[O:53][CH3:54])[CH3:52])(=[O:50])=[O:49])=[O:36])=[CH:22][C:21]=3[N:19]3[C:18]=2[C:17]2[CH:37]=[CH:38][CH:39]=[CH:40][C:16]=2[N:15]([CH3:41])[CH:14]([CH2:13][N:11]([CH3:12])[CH2:10][CH2:9][N:8]([CH3:42])[C:6](=[O:7])[O:5][C:1]([CH3:4])([CH3:2])[CH3:3])[CH2:20]3)[CH2:29][CH2:30][CH2:31][CH2:32][CH2:33]1. Run in C(Cl)Cl (DCM). The reactants are C (Norit), aqueous solution, C(=O)C=O (glyoxal), NC=1C(NC(=NC1N)COCC)=O (5,6-diamino-2-(ethoxymethyl)-4(3H)-pyrimidinone). Run in O (water). Conditions: time 10 minute. The product is C(C)OCC1=NC2=NC=CN=C2C(N1)=O (2-(Ethoxymethyl)-4(3H)-pteridinone). RXN SMILES: [CH:1]([CH:3]=O)=O.[NH2:5][C:6]1[C:7](=[O:17])[NH:8][C:9]([CH2:13][O:14][CH2:15][CH3:16])=[N:10][C:11]=1[NH2:12].C>O>[CH2:15]([O:14][CH2:13][C:9]1[NH:8][C:7](=[O:17])[C:6]2[C:11](=[N:12][CH:1]=[CH:3][N:5]=2)[N:10]=1)[CH3:16]. Procedure: 3.5 g (0.024 mole) of a 40% aqueous solution of glyoxal are added to a suspension of 3.7 g (0.020 mole) of 5,6-diamino-2-(ethoxymethyl)-4(3H)-pyrimidinone in 30 ml of water. The mixture is brought gradually to reflux and kept refluxing for 1 hour. After the addition of Norit, refluxing is continued for a further 10 minutes and the reaction mixture is then filtered. The aqueous solution obtained is extracted with dichloromethane. These organic extracts are treated as in section c of Example 25. Y... The reactants are solution, C(CCC)[Li] (n-butyl lithium), C[Si](C1CCCC=2C(=CC=NC12)C)(C)C (5,6,7,8-tetrahydro-8-trimethylsilyl- 4-methylquinoline). The solvent is CCCCCC (hexane), C1CCOC1 (THF), C1CCOC1 (THF). Product: [Li]C1(CCCC=2C(=CC=NC12)C)[Si](C)(C)C (5,6,7,8-tetrahydro-8-lithio-8-trimethylsilyl -4-methylquinoline). Reaction SMILES: C([Li:5])CCC.[CH3:6][Si:7]([CH3:20])([CH3:19])[CH:8]1[C:17]2[N:16]=[CH:15][CH:14]=[C:13]([CH3:18])[C:12]=2[CH2:11][CH2:10][CH2:9]1>CCCCCC.C1COCC1>[Li:5][C:8]1([Si:7]([CH3:19])([CH3:20])[CH3:6])[C:17]2[N:16]=[CH:15][CH:14]=[C:13]([CH3:18])[C:12]=2[CH2:11][CH2:10][CH2:9]1. Procedure details: A mixture of a 1.55 molar solution of n-butyl lithium in hexane (14.2 ml, 22mM) and THF (25 ml), maintained below 5° was treated with a solution of 5,6,7,8-tetrahydro-8-trimethylsilyl- 4-methylquinoline (4.4 g, 20 mM) in THF (10 ml) to give 5,6,7,8-tetrahydro-8-lithio-8-trimethylsilyl -4-methylquinoline. After 0.5 hour a solution of t-butyldimethylsilyl isothiocyanate (22 mM) in benzene (15 ml) was added; after a further 0.5 hour the mixture was quenched with 0.5 N hydrochloric acid (60 ml). Aft...